Dataset: the Open Reaction Database (ORD), a public repository of structured organic reaction records. Task: describe an organic reaction: reactants, conditions, products, and yield The reactants are CCOC(=O)CP(=O)(OCC)OCC, Cl, CCC(=O)C(F)(F)F, [H-], [Na+], C1CCOC1. The product is CCOC(=O)C=C(CC)C(F)(F)F. RXN SMILES: [CH2:3]([O:4][P:5]([O:6][CH2:7][CH3:8])(=[O:9])[CH2:11][C:12](=[O:13])[O:14][CH2:15][CH3:16])[CH3:10].[ClH:17].[F:18][C:19]([C:20]([CH2:21][CH3:22])=[O:23])([F:24])[F:25].[H-:1].[Na+:2].[O:26]1[CH2:27][CH2:28][CH2:29][CH2:30]1>>[CH:11]([C:12](=[O:13])[O:14][CH2:15][CH3:16])=[C:20]([C:19]([F:18])([F:24])[F:25])[CH2:21][CH3:22]. Reactants: ClC1=C2C(=NC=3C=CC=CC13)C(OC2)(C)C (9-chloro-1,3-dihydro-3,3-dimethylfuro[3,4-b]quinoline), C1(=CC=CC=C1)O (phenol), amine, CN(C)CCN (dimethylaminoethylamine). The solvent is CCOCC (Ether). Product: CN(CCNC1=C2C(=NC=3C=CC=CC13)C(OC2)(C)C)C (9-[[2-(dimethylamino)ethyl]amino]-1,3-dihydro-3,3-dimethylfuro[3,4-b]quinoline). As a reaction SMILES: Cl[C:2]1[C:11]2[CH:10]=[CH:9][CH:8]=[CH:7][C:6]=2[N:5]=[C:4]2[C:12]([CH3:16])([CH3:15])[O:13][CH2:14][C:3]=12.C1(O)C=CC=CC=1.[CH3:24][N:25]([CH2:27][CH2:28][NH2:29])[CH3:26]>CCOCC>[CH3:24][N:25]([CH3:26])[CH2:27][CH2:28][NH:29][C:2]1[C:11]2[CH:10]=[CH:9][CH:8]=[CH:7][C:6]=2[N:5]=[C:4]2[C:12]([CH3:16])([CH3:15])[O:13][CH2:14][C:3]=12. Reported procedure: A mixture of the starting material of formula I, 9-chloro-1,3-dihydro-3,3-dimethylfuro[3,4-b]quinoline (8.0 g, described in Example 31), phenol (15g) and the amine of formula H--Y--X, dimethylaminoethylamine (9.8 g), is heated at 150° C. for 18 hours under an atmosphere of nitrogen. Ether is added and the reaction is washed with 10% sodium hydroxide solution. The organic phase is extracted with 6 N hydrochloric acid and the aqueous phase is washed with ether. The aqueous phase is basified with 1... Starting materials: CCCCS(=O)(=O)c1ccc(C(CC2CCCC2)C(=O)OCC)cc1, CO, Cl, [Li+], C1CCOC1, [OH-], O. Product: CCCCS(=O)(=O)c1ccc(C(CC2CCCC2)C(=O)O)cc1. Reaction SMILES: [CH2:1]([CH3:2])[O:3][C:4]([CH:5]([CH2:6][CH:7]1[CH2:8][CH2:9][CH2:10][CH2:11]1)[c:12]1[cH:13][cH:14][c:15]([S:18](=[O:19])(=[O:20])[CH2:21][CH2:22][CH2:23][CH3:24])[cH:16][cH:17]1)=[O:25].[CH3:29][OH:30].[ClH:28].[Li+:26].[O:32]1[CH2:33][CH2:34][CH2:35][CH2:36]1.[OH-:27].[OH2:31]>>[O:3]=[C:4]([CH:5]([CH2:6][CH:7]1[CH2:8][CH2:9][CH2:10][CH2:11]1)[c:12]1[cH:13][cH:14][c:15]([S:18](=[O:19])(=[O:20])[CH2:21][CH2:22][CH2:23][CH3:24])[cH:16][cH:17]1)[OH:25]. Starting materials: CCOC(=O)c1nc(Br)c2c(-c3ccccc3)noc2c1O, C[Sn](C)(C)C, CN(C)C=O, Cl[Pd]Cl, c1ccc(P(c2ccccc2)c2ccccc2)cc1, c1ccc(P(c2ccccc2)c2ccccc2)cc1. Yields the product CCOC(=O)c1nc(C)c2c(-c3ccccc3)noc2c1O. Reaction SMILES: [Br:1][c:2]1[n:3][c:4]([C:18](=[O:19])[O:20][CH2:21][CH3:22])[c:5]([OH:17])[c:6]2[c:7]1[c:8](-[c:11]1[cH:12][cH:13][cH:14][cH:15][cH:16]1)[n:9][o:10]2.[CH3:23][Sn:24]([CH3:25])([CH3:26])[CH3:27].[O:69]=[CH:70][N:71]([CH3:72])[CH3:73].[Pd:28]([Cl:29])[Cl:30].[c:31]1([P:32]([c:33]2[cH:34][cH:35][cH:36][cH:37][cH:38]2)[c:39]2[cH:40][cH:41][cH:42][cH:43][cH:44]2)[cH:45][cH:46][cH:47][cH:48][cH:49]1.[c:50]1([P:51]([c:52]2[cH:53][cH:54][cH:55][cH:56][cH:57]2)[c:58]2[cH:59][cH:60][cH:61][cH:62][cH:63]2)[cH:64][cH:65][cH:66][cH:67][cH:68]1>>[c:2]1([CH3:23])[n:3][c:4]([C:18](=[O:19])[O:20][CH2:21][CH3:22])[c:5]([OH:17])[c:6]2[c:7]1[c:8](-[c:11]1[cH:12][cH:13][cH:14][cH:15][cH:16]1)[n:9][o:10]2.